Dataset: the Open Reaction Database (ORD), a public repository of structured organic reaction records. Task: describe an organic reaction: reactants, conditions, products, and yield Conditions: temperature 90 celsius, time 2 hour. As a reaction SMILES: NC1[CH:3]=[C:4](B(O)O)[CH:5]=[C:6]([C:8]([O:10][CH3:11])=[O:9])[CH:7]=1.[C:15](=O)([O-])[O-].[K+].[K+]>C1(C)C(CCO)=CC=CC=1>[CH3:15][CH2:11][O:10][C:8]([CH3:6])=[O:9].[CH3:3][CH2:4][CH2:5][CH:6]([CH3:8])[CH3:7] |f:1.2.3,5.6|. Yield: 56.0%. The solvent is C=1(C(=CC=CC1)CCO)C (toluene-ethanol). Procedure details: A mixture of 3-amino-5-methoxycarbonylphenylboronic acid (161 mg, 0.82 mmol), Pd(0) [PPh3]4 (50 mg, 5 mol %), potassium carbonate (905 mg, 6.6 mmol) and 2-(2-benzyloxy-5-chloro)phenyl-1-bromocyclopent-1-ene (298 mg, 0.82 mmol) in toluene-ethanol (1:1 10 mL) were stirred at 90° C., under nitrogen, for 2 hrs. After cooling the reaction mixture was poured onto water (10 ml) and extracted with diethyl ether (2×10 ml). The combined extracts were dried and evaporated. Flash chromatography [EtOAc/Iso-h... The reactants are NC=1C=C(C=C(C1)C(=O)OC)B(O)O (3-amino-5-methoxycarbonylphenylboronic acid), Pd(0) [PPh3]4, C([O-])([O-])=O.[K+].[K+] (potassium carbonate), 2-(2-benzyloxy-5-chloro)phenyl-1-bromocyclopent-1-ene. Yields the product CCOC(=O)C.CCCC(C)C (EtOAc Iso-hexane), product.